Dataset: the Open Reaction Database (ORD), a public repository of structured organic reaction records. Task: describe an organic reaction: reactants, conditions, products, and yield Reactants: C(C)(C)(C)C#C (tert-butylacetylene), Cl/C=C/CN(CC)CC1=CC(=CC=C1)OCC=1SC=C(C1)C1=CSC=C1 ((E)-N-(3-chloro-2-propenyl)-N-ethyl-3-[4-(3-thienyl)-2-thienylmethyoxy]benzylamine), C1(=CC=CC=C1)P(C1=CC=CC=C1)C1=CC=CC=C1 (triphenylphosphine), C(CCC)N (n-butylamine). Reagents/catalysts: [Cu]I (copper (I) iodide), [Pd](Cl)Cl (palladium chloride). Solvent: O1CCCC1 (tetrahydrofuran). Reaction conditions: time 17 hour. Product: CC(C#C/C=C/CN(CC)CC1=CC(=CC=C1)OCC=1SC=C(C1)C1=CSC=C1)(C)C ((E)-N-(6,6-Dimethyl-2-hepten-4-ynyl)-N-ethyl-3-[4-(3-thienyl)-2-thienylmethyoxy]benzylamine). Yield: 72.0%. RXN SMILES: Cl/[CH:2]=[CH:3]/[CH2:4][N:5]([CH2:8][C:9]1[CH:14]=[CH:13][CH:12]=[C:11]([O:15][CH2:16][C:17]2[S:18][CH:19]=[C:20]([C:22]3[CH:26]=[CH:25][S:24][CH:23]=3)[CH:21]=2)[CH:10]=1)[CH2:6][CH3:7].C1(P(C2C=CC=CC=2)C2C=CC=CC=2)C=CC=CC=1.C(N)CCC.[C:51]([C:55]#[CH:56])([CH3:54])([CH3:53])[CH3:52]>[Cu]I.[Pd](Cl)Cl.O1CCCC1>[CH3:52][C:51]([CH3:54])([CH3:53])[C:55]#[C:56]/[CH:2]=[CH:3]/[CH2:4][N:5]([CH2:8][C:9]1[CH:14]=[CH:13][CH:12]=[C:11]([O:15][CH2:16][C:17]2[S:18][CH:19]=[C:20]([C:22]3[CH:26]=[CH:25][S:24][CH:23]=3)[CH:21]=2)[CH:10]=1)[CH2:6][CH3:7]. Procedure: To 10 ml of tetrahydrofuran were added 1.01 g (2.5 mmol) of (E)-N-(3-chloro-2-propenyl)-N-ethyl-3-[4-(3-thienyl)-2-thienylmethyoxy]benzylamine, 23.8 mg (0.125 mmol) of copper (I) iodide, 8.9 mg (0.05 mmol) of palladium chloride and 26.2 mg (0.1 mmol) of triphenylphosphine, and further, 0.50 ml (5.0 mmol) of n-butylamine and 0.37 ml (3.0 mmol) of tert-butylacetylene under ice cooling. The mixture was stirred for 17 hours at room temperature, and extracted with a mixture of 70 ml of ethyl acetate ... Starting materials: CC(C)(C)C(=O)OCn1ccc2cc(Br)cnc21, CN(C)C=O, ClOCl, P. Product: CC(C)(C)C(=O)OCn1cc(C=O)c2cc(Br)cnc21. Reaction SMILES: [Br:1][c:2]1[cH:3][c:4]2[c:5]([n:6][cH:7]1)[n:8]([CH2:11][O:12][C:13]([C:14]([CH3:15])([CH3:16])[CH3:17])=[O:18])[cH:9][cH:10]2.[CH3:23][N:24]([CH:25]=[O:26])[CH3:27].[O:19]([Cl:20])[Cl:21].[P:22]>>[Br:1][c:2]1[cH:3][c:4]2[c:5]([n:6][cH:7]1)[n:8]([CH2:11][O:12][C:13]([C:14]([CH3:15])([CH3:16])[CH3:17])=[O:18])[cH:9][c:10]2[CH:25]=[O:26]. Reactants: BrC1=CC=C(CC2=NN(C(=C2)C2=CC=C(C=C2)OC(F)(F)F)C2CCCCC2)C=C1 (3-(4-bromobenzyl)-1-cyclohexyl-5-[4-(trifluoromethoxy)phenyl]-1H-pyrazole), CN(C)C=O (DMF). The reagents and catalysts are [C-]#N.[Zn+2].[C-]#N (zinc cyanide), C=1C=CC(=CC1)[P](C=2C=CC=CC2)(C=3C=CC=CC3)[Pd]([P](C=4C=CC=CC4)(C=5C=CC=CC5)C=6C=CC=CC6)([P](C=7C=CC=CC7)(C=8C=CC=CC8)C=9C=CC=CC9)[P](C=1C=CC=CC1)(C=1C=CC=CC1)C=1C=CC=CC1 (tetrakis(triphenylphosphine)palladium(0)). Conditions: temperature 80 celsius. Yields the product C1(CCCCC1)N1N=C(C=C1C1=CC=C(C=C1)OC(F)(F)F)CC1=CC=C(C#N)C=C1 (4-({1-Cyclohexyl-5-[4-(trifluoromethoxy)phenyl]-1H-pyrazol-3-yl}methyl)benzonitrile). RXN SMILES: Br[C:2]1[CH:30]=[CH:29][C:5]([CH2:6][C:7]2[CH:11]=[C:10]([C:12]3[CH:17]=[CH:16][C:15]([O:18][C:19]([F:22])([F:21])[F:20])=[CH:14][CH:13]=3)[N:9]([CH:23]3[CH2:28][CH2:27][CH2:26][CH2:25][CH2:24]3)[N:8]=2)=[CH:4][CH:3]=1.[CH3:31][N:32](C=O)C>[C-]#N.[Zn+2].[C-]#N.C1C=CC([P]([Pd]([P](C2C=CC=CC=2)(C2C=CC=CC=2)C2C=CC=CC=2)([P](C2C=CC=CC=2)(C2C=CC=CC=2)C2C=CC=CC=2)[P](C2C=CC=CC=2)(C2C=CC=CC=2)C2C=CC=CC=2)(C2C=CC=CC=2)C2C=CC=CC=2)=CC=1>[CH:23]1([N:9]2[C:10]([C:12]3[CH:17]=[CH:16][C:15]([O:18][C:19]([F:22])([F:21])[F:20])=[CH:14][CH:13]=3)=[CH:11][C:7]([CH2:6][C:5]3[CH:29]=[CH:30][C:2]([C:31]#[N:32])=[CH:3][CH:4]=3)=[N:8]2)[CH2:28][CH2:27][CH2:26][CH2:25][CH2:24]1 |f:2.3.4,^1:44,46,65,84|. Procedure details: A mixture of 526 mg 3-(4-bromobenzyl)-1-cyclohexyl-5-[4-(trifluoromethoxy)phenyl]-1H-pyrazole from Step C above, 79.9 mg zinc cyanide, 50.8 mg tetrakis(triphenylphosphine)palladium(0) in 2 mL DMF was heated under nitrogen in 80° C. oil bath for 20 hours. Evaporate most of DMF. The residue was purified on silica gel using 1 and 3% MeCN in methylene chloride to give the title compound as a yellowish solid. 1H NMR (CDCl3, 500 MHz) δ 7.61 (d, J=8.2 Hz, 2H), 7.42 (d, J=8.3 Hz, 2H), 7.35˜7.38 (m, 2H),... The reactants are COC=1C=C(CN=CC2=CC3=C(N=CN=C3)S2)C=CC1OC (N-(3,4Dimethoxybenzyl)-N-[thieno[2,3-d]pyrimidin-6-ylmethylidene]amine), C(C1=CC=CC=C1)N (benzylamine). The product is C(C1=CC=CC=C1)N=CC1=CC2=C(N=CN=C2)S1 (N-Benzyl-N-[thieno[2,3-d]pyrimidin-6-ylmethylidene]amine). RXN SMILES: CO[C:3]1[CH:4]=[C:5]([CH:18]=[CH:19][C:20]=1OC)[CH2:6][N:7]=[CH:8][C:9]1[S:17][C:12]2[N:13]=[CH:14][N:15]=[CH:16][C:11]=2[CH:10]=1.C(N)C1C=CC=CC=1>>[CH2:6]([N:7]=[CH:8][C:9]1[S:17][C:12]2[N:13]=[CH:14][N:15]=[CH:16][C:11]=2[CH:10]=1)[C:5]1[CH:4]=[CH:3][CH:20]=[CH:19][CH:18]=1. Procedure details: The title compound was prepared by a similar process to that described for Intermediate 14 but using benzylamine in place of 3,4-dimethoxybenzylamine. Pale yellow solid (69 mg, 100%), which was used directly without further purification. Starting materials: ClC1=CC=C(C=C1)N(S(=O)(=O)C=1C=C(C(=O)NC2=NC=C(C(=O)OC)C=C2)C=CC1)C (methyl 6-(3-(N-(4-chlorophenyl)-N-methylsulfamoyl)benzamido)nicotinate), C(=O)([O-])[O-].[K+].[K+] (K2CO3). Solvent: CCO.O (EtOH H2O). Yields the product ClC1=CC=C(C=C1)N(S(=O)(=O)C=1C=C(C(=O)NC2=NC=C(C(=O)O)C=C2)C=CC1)C (6-(3-(N-(4-chlorophenyl)-N-methylsulfamoyl)benzamido)nicotinic acid). Reaction SMILES: [Cl:1][C:2]1[CH:7]=[CH:6][C:5]([N:8]([CH3:31])[S:9]([C:12]2[CH:13]=[C:14]([CH:28]=[CH:29][CH:30]=2)[C:15]([NH:17][C:18]2[CH:27]=[CH:26][C:21]([C:22]([O:24]C)=[O:23])=[CH:20][N:19]=2)=[O:16])(=[O:11])=[O:10])=[CH:4][CH:3]=1.C([O-])([O-])=O.[K+].[K+]>CCO.O>[Cl:1][C:2]1[CH:3]=[CH:4][C:5]([N:8]([CH3:31])[S:9]([C:12]2[CH:13]=[C:14]([CH:28]=[CH:29][CH:30]=2)[C:15]([NH:17][C:18]2[CH:27]=[CH:26][C:21]([C:22]([OH:24])=[O:23])=[CH:20][N:19]=2)=[O:16])(=[O:10])=[O:11])=[CH:6][CH:7]=1 |f:1.2.3,4.5|. Procedure: Compound 65-b was prepared by stirring 65 (20 mg, 0.043 mmol) in EtOH/H2O (1:1, 4 mL) and K2CO3 (11.9 mg, 0.086 mmol) overnight at room temperature. Reaction mixture was then neutralized to PH 3.0, extracted with EtOAc and then dried over MgSO3 to generate 17 mg of 65-b (90%). 1H NMR (500 MHz, CDCl3) δ 3.20 (s, 3H), 7.05 (d, J=8.8 Hz, 2H), 7.30 (d, J=8.8 Hz, 2H), 7.64 (t, J=7.8 Hz, 1H), 7.70 (d, J=7.9 Hz, 1H), 8.13 (s, 1H), 8.18 (d, J=7.7 Hz, 1H), 8.38 (dd, J=2.2, 8.8 Hz, 1H), 8.43 (d, J=8.7 Hz,... Starting materials: O=C1CCC(=O)N1Br, ClCCl, CS(=O)(=O)c1ccc(C(CC2CCCC2)C(=O)O)cc1Cl, c1ccc(P(c2ccccc2)c2ccccc2)cc1, c1ccncc1, Nc1cnc(-c2ccsc2)cn1. Yields the product CS(=O)(=O)c1ccc(C(CC2CCCC2)C(=O)Nc2cnc(-c3ccsc3)cn2)cc1Cl. As a reaction SMILES: [Br:20][N:21]1[C:22](=[O:23])[CH2:24][CH2:25][C:26]1=[O:27].[CH2:67]([Cl:68])[Cl:69].[Cl:28][c:29]1[cH:30][c:31]([CH:39]([C:40](=[O:41])[OH:42])[CH2:43][CH:44]2[CH2:45][CH2:46][CH2:47][CH2:48]2)[cH:32][cH:33][c:34]1[S:35](=[O:36])(=[O:37])[CH3:38].[c:1]1([P:2]([c:3]2[cH:4][cH:5][cH:6][cH:7][cH:8]2)[c:9]2[cH:10][cH:11][cH:12][cH:13][cH:14]2)[cH:15][cH:16][cH:17][cH:18][cH:19]1.[cH:61]1[cH:62][cH:63][n:64][cH:65][cH:66]1.[s:49]1[cH:50][c:51](-[c:54]2[n:55][cH:56][c:57]([NH2:60])[n:58][cH:59]2)[cH:52][cH:53]1>>[Cl:28][c:29]1[cH:30][c:31]([CH:39]([C:40](=[O:42])[NH:60][c:57]2[cH:56][n:55][c:54](-[c:51]3[cH:50][s:49][cH:53][cH:52]3)[cH:59][n:58]2)[CH2:43][CH:44]2[CH2:45][CH2:46][CH2:47][CH2:48]2)[cH:32][cH:33][c:34]1[S:35](=[O:36])(=[O:37])[CH3:38].